The task is: describe an organic reaction: reactants, conditions, products, and yield. This data is from the Open Reaction Database (ORD), a public repository of structured organic reaction records. Starting materials: O=C([O-])[O-], CN(Cc1ccccc1)C1(c2ccc(C#C[Si](C)(C)C)cc2)CC1, CO, [K+], [K+]. The product is C#Cc1ccc(C2(N(C)Cc3ccccc3)CC2)cc1. Reaction SMILES: [C:25](=[O:26])([O-:27])[O-:28].[CH2:1]([c:2]1[cH:3][cH:4][cH:5][cH:6][cH:7]1)[N:8]([CH3:9])[C:10]1([c:13]2[cH:14][cH:15][c:16]([C:19]#[C:20][Si:21]([CH3:22])([CH3:23])[CH3:24])[cH:17][cH:18]2)[CH2:11][CH2:12]1.[CH3:31][OH:32].[K+:29].[K+:30]>>[CH2:1]([c:2]1[cH:3][cH:4][cH:5][cH:6][cH:7]1)[N:8]([CH3:9])[C:10]1([c:13]2[cH:14][cH:15][c:16]([C:19]#[CH:20])[cH:17][cH:18]2)[CH2:11][CH2:12]1. Starting materials: ClC=1C=C(N)C=C(C1Cl)Cl (3,4,5-trichloroaniline), ClC1=C(N)C=CC=C1Cl (2,3-dichloroaniline). Yields the product ClC=1C=C(N)C=CC1 (3-chloroaniline), ClC1=C(N)C=CC=C1Cl (2,3-dichloroaniline). The yield is 100.0%. Reaction SMILES: [Cl:1][C:2]1[CH:3]=[C:4]([CH:6]=[C:7](Cl)[C:8]=1Cl)[NH2:5].[Cl:11][C:12]1[C:18]([Cl:19])=[CH:17][CH:16]=[CH:15][C:13]=1[NH2:14]>>[Cl:1][C:2]1[CH:3]=[C:4]([CH:6]=[CH:7][CH:8]=1)[NH2:5].[Cl:11][C:12]1[C:18]([Cl:19])=[CH:17][CH:16]=[CH:15][C:13]=1[NH2:14]. Reported procedure: Example 9 is repeated, the 3,4,5-trichloroaniline being replaced by 2,3-dichloroaniline. After a reaction time of 28 hours under the same conditions, 3-chloroaniline is obtained with a yield of 100% for a degree of conversion of 100% of the 2,3-dichloroaniline. The degree of hydrodechlorination of the solvent is 0.09%. Reactants: COC(/C=C/C=1N=CC(=NC1)N[C@H]1CN(CC1)C(=O)OC(C)(C)C)=O (tert-butyl (3R)-3-({5-[(1E)-3-methoxy-3-oxo-1-propen-1-yl]-2-pyrazinyl}amino)-1-pyrrolidinecarboxylate), Cl.O1CCOCC1 (HCl dioxane), C(C)(C)OC(C)C (diisopropylether). The solvent is O1CCOCC1 (dioxane). Conditions: time 1 hour. Product: Cl.Cl.N1C[C@@H](CC1)NC=1N=CC(=NC1)/C=C/C(=O)OC (methyl (2E)-3-{5-[(3R)-3-pyrrolidinylamino]-2-pyrazinyl}acrylate dihydrochloride). Reaction SMILES: [CH3:1][O:2][C:3](=[O:25])/[CH:4]=[CH:5]/[C:6]1[N:7]=[CH:8][C:9]([NH:12][C@@H:13]2[CH2:17][CH2:16][N:15](C(OC(C)(C)C)=O)[CH2:14]2)=[N:10][CH:11]=1.[ClH:26].O1CCOCC1.C(OC(C)C)(C)C>O1CCOCC1>[ClH:26].[ClH:26].[NH:15]1[CH2:16][CH2:17][C@@H:13]([NH:12][C:9]2[N:10]=[CH:11][C:6](/[CH:5]=[CH:4]/[C:3]([O:2][CH3:1])=[O:25])=[N:7][CH:8]=2)[CH2:14]1 |f:1.2,5.6.7|. Reported procedure: To a solution of tert-butyl (3R)-3-({5-[(1E)-3-methoxy-3-oxo-1-propen-1-yl]-2-pyrazinyl}amino)-1-pyrrolidinecarboxylate (830 mg) in dioxane (8.3 mL) was added 4N HCl/dioxane (6.0 mL), which was stirred at room temperature for 1 hour. To the reaction mixture was added diisopropylether, and the precipitate was filtered to give methyl (2E)-3-{5-[(3R)-3-pyrrolidinylamino]-2-pyrazinyl}acrylate dihydrochloride (742 mg) as a yellow powder.